Dataset: the Open Reaction Database (ORD), a public repository of structured organic reaction records. Task: describe an organic reaction: reactants, conditions, products, and yield Starting materials: Cl.O1C(=CC=C1)C(=O)CN ((2-furylcarbonyl)methylamine hydrochloride), C([O-])(O)=O.[Na+] (sodium bicarbonate), C(C(C)C)(=O)Cl (isobutyryl chloride). The product is C(C(C)C)(=O)NCC(=O)C=1OC=CC1 (N-isobutyryl-(2-furylcarbonyl)methylamine). Isolated yield 67.3%. As a reaction SMILES: Cl.[O:2]1[CH:6]=[CH:5][CH:4]=[C:3]1[C:7]([CH2:9][NH2:10])=[O:8].C(=O)(O)[O-].[Na+].[C:16](Cl)(=[O:20])[CH:17]([CH3:19])[CH3:18]>>[C:16]([NH:10][CH2:9][C:7]([C:3]1[O:2][CH:6]=[CH:5][CH:4]=1)=[O:8])(=[O:20])[CH:17]([CH3:19])[CH3:18] |f:0.1,2.3|. Procedure: 16.0 g of (2-furylcarbonyl)methylamine hydrochloride, 20.5 g of sodium bicarbonate and 11.4 g of isobutyryl chloride are treated in the same manner as described in Preparation 1-(1). 13.0 g of N-isobutyryl-(2-furylcarbonyl)methylamine are thereby obtained. Yield: 67.0% Starting materials: CS(=O)(=O)N (methanesulfonamide), FC1=CC(=C(C=C1)NC=1C2=C(N=CN1)SC(=C2C)C(=O)O)O[C@H]2COCC2 (4-{4-Fluoro-2-[(R)-(tetrahydro-furan-3-yl)oxy]-phenylamino}-5-methyl-thieno[2,3-d]pyrimidine-6-carboxylic acid), Cl.C(C)N=C=NCCCN(C)C (1-ethyl-3-(3-dimethylaminopropyl)carbodiimide hydrochloride). The reagents and catalysts are CN(C1=CC=NC=C1)C (4-dimethylaminopyridine). Solvent: OS(=O)(=O)[O-].[K+] (KHSO4), ClCCl (dichloromethane). Run at time 8 hour. The product is FC1=CC(=C(C=C1)NC=1C2=C(N=CN1)SC(=C2C)C(=O)NS(=O)(=O)C)O[C@H]2COCC2 (N-(4-{4-Fluoro-2-[(R)-(tetrahydro-furan-3-yl)oxy]-phenylamino}-5-methyl-thieno[2,3-d]pyrimidine-6-carbonyl)-methanesulfonamide). Reaction SMILES: [F:1][C:2]1[CH:7]=[CH:6][C:5]([NH:8][C:9]2[C:10]3[C:17]([CH3:18])=[C:16]([C:19](O)=[O:20])[S:15][C:11]=3[N:12]=[CH:13][N:14]=2)=[C:4]([O:22][C@@H:23]2[CH2:27][CH2:26][O:25][CH2:24]2)[CH:3]=1.Cl.C(N=C=NCCCN(C)C)C.[CH3:40][S:41]([NH2:44])(=[O:43])=[O:42]>CN(C)C1C=CN=CC=1.ClCCl.OS([O-])(=O)=O.[K+]>[F:1][C:2]1[CH:7]=[CH:6][C:5]([NH:8][C:9]2[C:10]3[C:17]([CH3:18])=[C:16]([C:19]([NH:44][S:41]([CH3:40])(=[O:43])=[O:42])=[O:20])[S:15][C:11]=3[N:12]=[CH:13][N:14]=2)=[C:4]([O:22][C@@H:23]2[CH2:27][CH2:26][O:25][CH2:24]2)[CH:3]=1 |f:1.2,6.7|. Procedure: 4-{4-Fluoro-2-[(R)-(tetrahydro-furan-3-yl)oxy]-phenylamino}-5-methyl-thieno[2,3-d]pyrimidine-6-carboxylic acid (150 mg), 4-dimethylaminopyridine (61 mg) and 1-ethyl-3-(3-dimethylaminopropyl)carbodiimide hydrochloride (96 mg) was dissolved in dichloromethane. To this mixture methanesulfonamide (48 mg) was added and the reaction was stirred overnight. The reaction mixture was diluted with KHSO4 The organic layer was separated, dried and concentrated. The residue was purified by silica chromatograp... As a reaction SMILES: [Cl:22][CH2:23][Cl:24].[F:1][C:2]([c:3]1[cH:4][cH:5][c:6](-[c:9]2[cH:10][c:11]([CH2:14][OH:15])[n:12][o:13]2)[cH:7][cH:8]1)([F:16])[F:17].[S:18]([Cl:19])([Cl:20])=[O:21]>>[F:1][C:2]([c:3]1[cH:4][cH:5][c:6](-[c:9]2[cH:10][c:11]([CH2:14][Cl:20])[n:12][o:13]2)[cH:7][cH:8]1)([F:16])[F:17]. Reactants: ClCCl, OCc1cc(-c2ccc(C(F)(F)F)cc2)on1, O=S(Cl)Cl. Product: FC(F)(F)c1ccc(-c2cc(CCl)no2)cc1. The reactants are BrCCOCCBr, CC(C)(C)OC(=O)CC#N, [H-], [Na+], CN(C)C=O. Product: CC(C)(C)OC(=O)C1(C#N)CCOCC1. As a reaction SMILES: [Br:13][CH2:14][CH2:15][O:16][CH2:17][CH2:18][Br:19].[C:3](#[N:4])[CH2:5][C:6](=[O:7])[O:8][C:9]([CH3:10])([CH3:11])[CH3:12].[H-:2].[Na+:1].[O:20]=[CH:21][N:22]([CH3:23])[CH3:24]>>[C:3](#[N:4])[C:5]1([C:6](=[O:7])[O:8][C:9]([CH3:10])([CH3:11])[CH3:12])[CH2:14][CH2:15][O:16][CH2:17][CH2:18]1. Reactants: [K] (potassium), CCOC(=O)C1CCCC1=O (ethyl ester of 2-oxocyclopentanecarboxylic acid), BrCCCCCCC(=O)O (7-bromoenanthic acid), [K] (potassium), CCOC(=O)C1CCCC1=O (ethyl ester of 2-oxocyclopentanecarboxylic acid), C1(=CC=CC=C1)C (toluene), ethyl ester. Yields the product C(=O)(OCC)C1(C(CCC1)=O)CCCCCCC(=O)OCC (2-carbethoxy-2-(6-carbethoxyhexyl)-cyclopentanone). Reaction SMILES: [K].[CH3:2][CH2:3][O:4][C:5]([CH:7]1[C:11](=[O:12])[CH2:10][CH2:9][CH2:8]1)=[O:6].Br[CH2:14][CH2:15][CH2:16][CH2:17][CH2:18][CH2:19][C:20]([OH:22])=[O:21].[C:23]1(C)C=CC=C[CH:24]=1>>[C:5]([C:7]1([CH2:14][CH2:15][CH2:16][CH2:17][CH2:18][CH2:19][C:20]([O:22][CH2:23][CH3:24])=[O:21])[CH2:8][CH2:9][CH2:10][C:11]1=[O:12])([O:4][CH2:3][CH3:2])=[O:6] |^1:0|. Procedure: Under agitation, 500 g. of potassium salt of the ethyl ester of 2-oxocyclopentanecarboxylic acid is added to a boiling solution of 550 g. of the ethyl ester of 7-bromoenanthic acid in 6 l. of toluene; the mixture is further refluxed and, after one hour, another 250 g. of the potassium salt of the ethyl ester of 2-oxocyclopentanecarboxylic acid is added thereto. The reaction mixture is refluxed for another 24 hours, filtered after cooling, the solvent is distilled off, the residue is diluted with... Reactants: ClCCCC.C1CCCCC1 (1-chlorobutane cyclohexane), CC1=C(C(=O)OC)C=CC=C1[N+](=O)[O-] (methyl 2-methyl-3-nitrobenzoate), BrN1C(CCC1=O)=O (N-bromosuccinimide), C(Cl)(Cl)(Cl)Cl (carbon tetrachloride). The reagents and catalysts are C(C1=CC=CC=C1)(=O)OOC(C1=CC=CC=C1)=O (dibenzoyl peroxide), C(C1=CC=CC=C1)(=O)OOC(C1=CC=CC=C1)=O (dibenzoyl peroxide). Run in CCOCC (ether). Conditions: time 24 hour. The product is BrCC1=C(C(=O)OC)C=CC=C1[N+](=O)[O-] (methyl 2-bromomethyl-3-nitrobenzoate). Isolated yield 52.6%. RXN SMILES: [CH3:1][C:2]1[C:11]([N+:12]([O-:14])=[O:13])=[CH:10][CH:9]=[CH:8][C:3]=1[C:4]([O:6][CH3:7])=[O:5].[Br:15]N1C(=O)CCC1=O.C(Cl)(Cl)(Cl)Cl.ClCCCC.C1CCCCC1>CCOCC.C(OOC(=O)C1C=CC=CC=1)(=O)C1C=CC=CC=1>[Br:15][CH2:1][C:2]1[C:11]([N+:12]([O-:14])=[O:13])=[CH:10][CH:9]=[CH:8][C:3]=1[C:4]([O:6][CH3:7])=[O:5] |f:3.4|. Procedure details: A mixture of 100.0 g of methyl 2-methyl-3-nitrobenzoate, 100.0 g of N-bromosuccinimide, 3.0 g of dibenzoyl peroxide and 1000 ml of carbon tetrachloride was refluxed for 24 hours. The reaction mixture was cooled, 3.0 g of dibenzoyl peroxide added, and refluxing continued an additional 24 hours. The reaction mixture was cooled, filtered and the filtrate concentrated in vacuo. The crude reaction product was dissolved in ether and the organic solution washed sequentially with saturated sodium sulfit... Procedure details: In analogy to example 1, (RS)-3-(2-chloro-phenyl)-2-oxo-1-(propane-2-sulfonyl)-imidazolidine-4-carboxylic acid methyl ester was hydrolyzed using lithium hydroxide solution to give (RS)-3-(2-chloro-phenyl)-2-oxo-1-(propane-2-sulfonyl)-imidazolidine-4-carboxylic acid as a colorless solid. MS: 345.0 ([M−H]−) The product is ClC1=C(C=CC=C1)N1C(N(CC1C(=O)O)S(=O)(=O)C(C)C)=O ((RS)-3-(2-chloro-phenyl)-2-oxo-1-(propane-2-sulfonyl)-imidazolidine-4-carboxylic acid). RXN SMILES: C[O:2][C:3]([CH:5]1[CH2:9][N:8]([S:10]([CH:13]([CH3:15])[CH3:14])(=[O:12])=[O:11])[C:7](=[O:16])[N:6]1[C:17]1[CH:22]=[CH:21][CH:20]=[CH:19][C:18]=1[Cl:23])=[O:4].[OH-].[Li+]>>[Cl:23][C:18]1[CH:19]=[CH:20][CH:21]=[CH:22][C:17]=1[N:6]1[CH:5]([C:3]([OH:4])=[O:2])[CH2:9][N:8]([S:10]([CH:13]([CH3:14])[CH3:15])(=[O:11])=[O:12])[C:7]1=[O:16] |f:1.2|. Reactants: COC(=O)C1N(C(N(C1)S(=O)(=O)C(C)C)=O)C1=C(C=CC=C1)Cl ((RS)-3-(2-chloro-phenyl)-2-oxo-1-(propane-2-sulfonyl)-imidazolidine-4-carboxylic acid methyl ester), [OH-].[Li+] (lithium hydroxide).